From a dataset of the Open Reaction Database (ORD), a public repository of structured organic reaction records. describe an organic reaction: reactants, conditions, products, and yield Starting materials: C(C)(C)(C)OC(=O)[C@@H](CC=C)[C@H](C(=O)O)CC(C)C (2(R)-[1(S)-(tertbutoxycarbonyl)-3-butenyl]-4-methylvaleric acid). The reagents and catalysts are [Pd] (palladium-on-carbon). The solvent is C(C)O (ethanol). Yields the product C(C)(C)(C)OC(=O)[C@@H](CCC)[C@H](C(=O)O)CC(C)C (2(R)-[1(S)-(tertbutoxycarbonyl)-butyl]-4-methyl-valeric acid). The yield is 93.6%. Reaction SMILES: [C:1]([O:5][C:6]([C@H:8]([C@@H:12]([CH2:16][CH:17]([CH3:19])[CH3:18])[C:13]([OH:15])=[O:14])[CH2:9][CH:10]=[CH2:11])=[O:7])([CH3:4])([CH3:3])[CH3:2]>C(O)C.[Pd]>[C:1]([O:5][C:6]([C@H:8]([C@@H:12]([CH2:16][CH:17]([CH3:18])[CH3:19])[C:13]([OH:15])=[O:14])[CH2:9][CH2:10][CH3:11])=[O:7])([CH3:4])([CH3:2])[CH3:3]. Procedure: A solution of 3.0 g of 2(R)-[1(S)-(tertbutoxycarbonyl)-3-butenyl]-4-methylvaleric acid in 30 ml of ethanol was hydrogenated in the presence of 0.3 g of 5% palladium-on-carbon for 4 hours. The catalyst was removed by filtration and the solvent was evaporated. The residue was dissolved in 30 ml of toluene and the solvent was evaporated again. Repetition of this procedure gave 2.83 g of 2(R)-[1(S)-(tertbutoxycarbonyl)-butyl]-4-methyl-valeric acid as a colourless oil. The reactants are O.NN (hydrazine hydrate), Amine, enol ether, alkyl enolether-co-vinyloxy ethylamine, C(=C)OCCCl (2-chloroethyl vinyl ether), C1(C=2C(C(N1)=O)=CC=CC2)=O.[K] (potassium phthalimide), enol ethers, borontrifluoride diethyl. The reagents and catalysts are [Br-].C(CCC)[N+](CCCC)(CCCC)CCCC (tetra-n-butyl ammonium bromide). The solvent is 1,4-dioxane(2) methanol, amine, C(Cl)Cl (methylene chloride), CN(C=O)C (dimethyl foramide). Reaction conditions: temperature 100 celsius, time 6 hour. The product is C(=C)OCCC1=C2C(C(=O)NC2=O)=CC=C1 (2-(vinyloxy)ethyl phthalimide). RXN SMILES: [CH:1]([O:3][CH2:4][CH2:5]Cl)=[CH2:2].[C:7]1(=[O:17])[NH:11][C:10](=[O:12])[C:9]2=[CH:13][CH:14]=[CH:15][CH:16]=[C:8]12.[K].O.NN>CN(C)C=O.[Br-].C([N+](CCCC)(CCCC)CCCC)CCC.C(Cl)Cl>[CH:1]([O:3][CH2:4][CH2:5][C:16]1[CH:15]=[CH:14][CH:13]=[C:9]2[C:10]([NH:11][C:7](=[O:17])[C:8]=12)=[O:12])=[CH2:2] |f:1.2,3.4,6.7,^1:17|. Reported procedure: Amine-containing enol ether copolymers (i.e. Poly(alkyl enolether-co-vinyloxy ethylamine) Polymers: 2-(vinyloxy)ethyl phthalimide (ImVE) was prepared by reacting 2-chloroethyl vinyl ether (25 g, 0.24 mol) with potassium phthalimide (25 g, 0.135 mol) in dimethyl foramide (75 mL) using tetra-n-butyl ammonium bromide as a phase transfer catalyst. This reaction mixture was stirred at 100° C. for 6 h then poured into 800 mL distilled water, and filtered and washed with a large amount of distilled wat... Starting materials: C(C)OC1=CC=2C(=C3N(C2C=C1)CCC3)I (6-ethoxy-8-iodo-2,3-dihydro-1H-3a-aza-cyclopenta[a]indene), C(C)(C)(C)OC(=O)N1S(OC[C@@H]1C)(=O)=O ((S)-4-methyl-2,2-dioxo-[1,2,3]oxathiazolidine-3-carboxylic acid tert-butyl ester), C(CC(O)(C(=O)O)CC(=O)O)(=O)O (citric acid), solution, C(CCC)[Li] (n-butyllithium). Solvent: O1CCCC1 (tetrahydrofuran), CCCCCC (n-hexane). Reaction conditions: temperature -78 celsius, time 5 minute. The product is C(C)(C)(C)OC(NC(CC1=C2N(C=3C=CC(=CC13)OCC)CCC2)C)=O ([2-(6-Ethoxy-2,3-dihydro-1H-3a-aza-cyclopenta[a]inden-8-yl)-1-methyl-ethyl]-carbamic acid tert-butyl ester). Yield: 61.4%. Reaction SMILES: C([Li])CCC.[CH2:6]([O:8][C:9]1[CH:17]=[CH:16][C:15]2[N:14]3[CH2:18][CH2:19][CH2:20][C:13]3=[C:12](I)[C:11]=2[CH:10]=1)[CH3:7].[C:22]([O:26][C:27]([N:29]1[C@@H:33]([CH3:34])[CH2:32]OS1(=O)=O)=[O:28])([CH3:25])([CH3:24])[CH3:23].C(O)(=O)CC(CC(O)=O)(C(O)=O)O>CCCCCC.O1CCCC1>[C:22]([O:26][C:27](=[O:28])[NH:29][CH:33]([CH3:32])[CH2:34][C:12]1[C:11]2[CH:10]=[C:9]([O:8][CH2:6][CH3:7])[CH:17]=[CH:16][C:15]=2[N:14]2[CH2:18][CH2:19][CH2:20][C:13]=12)([CH3:25])([CH3:24])[CH3:23]. Reported procedure: 75 mL of a pre-cooled (−78° C.) 1.6M solution of n-butyllithium in n-hexane at −78° C. was added over 30 min to a suspension of 32.72 g (0.100 mol) 6-ethoxy-8-iodo-2,3-dihydro-1H-3a-aza-cyclopenta[a]indene in 330 mL dry tetrahydrofuran. The mixture was stirred 5 min at −78° C. and 30.85 g (S)-4-methyl-2,2-dioxo-[1,2,3]oxathiazolidine-3-carboxylic acid tert-butyl ester was added in one portion. The mixture was stirred 20 min at −78° C. The reaction mixture was allowed to warm to −30° C. over 50 m... Starting materials: CC(C)=CCBr, C1CCOC1, CC(C)[N-]C(C)C, COC(=O)CN(C)C(=O)OC(C)(C)C, [Li+]. Product: COC(=O)C(CC=C(C)C)N(C)C(=O)OC(C)(C)C. As a reaction SMILES: [Br:23][CH2:24][CH:25]=[C:26]([CH3:27])[CH3:28].[CH2:29]1[O:30][CH2:31][CH2:32][CH2:33]1.[CH3:2][CH:3]([N-:4][CH:5]([CH3:6])[CH3:7])[CH3:8].[CH3:9][O:10][C:11]([CH2:12][N:13]([CH3:14])[C:15](=[O:16])[O:17][C:18]([CH3:19])([CH3:20])[CH3:21])=[O:22].[Li+:1]>>[CH3:9][O:10][C:11]([CH:12]([N:13]([CH3:14])[C:15](=[O:16])[O:17][C:18]([CH3:19])([CH3:20])[CH3:21])[CH2:24][CH:25]=[C:26]([CH3:27])[CH3:28])=[O:22]. Procedure: In a suitable aprotic solvent (e.g., CH2Cl2, toluene, fluorobenzene, or the like) 1 mole of tetrabutylammonium bromide is dissolved and stirred as 1 mole of Br2 (bromine) is added. This mixture of tetrabutylammonium trihalide and solvent is cooled to 10° before 1 mole of 2-fluoroaniline or 4-fluoroanilin, or a mixture of both, is added. The reaction takes place immediately to produce 4-bromo-2-fluoroaniline.HBr, or 2-bromo-4-fluoroaniline.HBr, or a mixture of the two. The salt is then collected ... Reactants: BrBr (Br2), tetrabutylammonium trihalide, FC1=C(N)C=CC=C1 (2-fluoroaniline), FC1=CC=C(N)C=C1 (4-fluoroanilin). Reaction SMILES: [Br:1]Br.[F:3][C:4]1[CH:10]=[CH:9][CH:8]=[CH:7][C:5]=1[NH2:6].FC1C=CC(N)=CC=1>C(Cl)Cl.C1(C)C=CC=CC=1.FC1C=CC=CC=1.[Br-].C([N+](CCCC)(CCCC)CCCC)CCC>[Br:1][C:9]1[CH:8]=[CH:7][C:5]([NH2:6])=[C:4]([F:3])[CH:10]=1 |f:6.7|. The solvent is C(Cl)Cl (CH2Cl2), C1(=CC=CC=C1)C (toluene), FC1=CC=CC=C1 (fluorobenzene). The product is BrC1=CC(=C(N)C=C1)F (4-bromo-2-fluoroaniline). Reagents/catalysts: [Br-].C(CCC)[N+](CCCC)(CCCC)CCCC (tetrabutylammonium bromide). The reactants are COC1=C(C=C(C=C1)C)S(=O)(=O)N1C=CC=2C(=CC=CC12)C=O (1-[(2-methoxy-5-methylphenyl)sulfonyl]-1H-indole-4-carbaldehyde), N1=C(C=CC=C1C)C (2,6-lutidine), I(=O)(=O)(=O)[O-].[Na+] (sodium periodate), FC1=CC=C(C=C1)S(=O)(=O)N1C=CC2=C(C=CC=C12)C=C (1-[(4-fluorophenyl)sulfonyl]-4-vinyl-1H-indole), FC1=CC=C(C=C1)S(=O)(=O)N1C=CC2=C(C=CC=C12)C=C (1-[(4-fluorophenyl)sulfonyl]-4-vinyl-1H-indole). Reagents/catalysts: O=[Os](=O)(=O)=O (OsO4). Run in O1CCOCC1 (dioxane), O (water), O1CCOCC1 (dioxane). The product is FC1=CC=C(C=C1)S(=O)(=O)N1C=CC=2C(=CC=CC12)C=O (1-[(4-Fluorophenyl)sulfonyl]-1H-indole-4-carbaldehyde). RXN SMILES: CO[C:3]1[CH:8]=[CH:7][C:6](C)=[CH:5][C:4]=1[S:10]([N:13]1[C:21]2[CH:20]=[CH:19][CH:18]=[C:17]([CH:22]=[O:23])[C:16]=2[CH:15]=[CH:14]1)(=[O:12])=[O:11].[F:24]C1C=CC(S(N2C3C(=C(C=C)C=CC=3)C=C2)(=O)=O)=CC=1.N1C(C)=CC=CC=1C.I([O-])(=O)(=O)=O.[Na+]>O=[Os](=O)(=O)=O.O1CCOCC1.O>[F:24][C:7]1[CH:6]=[CH:5][C:4]([S:10]([N:13]2[C:21]3[CH:20]=[CH:19][CH:18]=[C:17]([CH:22]=[O:23])[C:16]=3[CH:15]=[CH:14]2)(=[O:12])=[O:11])=[CH:3][CH:8]=1 |f:3.4|. Procedure: The procedure for Intermediate 8 was followed using OsO4 (15 mg, 0.058 mmol), 1-[(4-fluorophenyl)sulfonyl]-4-vinyl-1H-indole (347 mg, 1.15 mmol; Intermediate 12), 2,6-lutidine (268 μL, 2.3 mmol), dioxane (15 mL), sodium periodate (0.984 g, 4.6 mmol) and water (5 mL). The title compound (360 mg, 103%, still some dioxane according to HNMR) was obtained as a black sticky oil. MS (ESI+) for C15H10FNO3S m/z 304 (M+H)+. Starting materials: CC(C)(C)OC(=O)N1Cc2c(Br)cccc2C1=O, CCOCC, [Li+], C1CCOC1, [OH-]. Yields the product CC(C)(C)OC(=O)NCc1c(Br)cccc1C(=O)O. As a reaction SMILES: [C:1]([CH3:2])([CH3:3])([CH3:4])[O:5][C:6](=[O:7])[N:8]1[C:9](=[O:18])[c:10]2[cH:11][cH:12][cH:13][c:14]([Br:17])[c:15]2[CH2:16]1.[CH3:26][CH2:27][O:28][CH2:29][CH3:30].[Li+:19].[O:21]1[CH2:22][CH2:23][CH2:24][CH2:25]1.[OH-:20]>>[C:1]([CH3:2])([CH3:3])([CH3:4])[O:5][C:6](=[O:7])[NH:8][CH2:16][c:15]1[c:10]([C:9]([OH:18])=[O:20])[cH:11][cH:12][cH:13][c:14]1[Br:17].